This data is from the Open Reaction Database (ORD), a public repository of structured organic reaction records. The task is: describe an organic reaction: reactants, conditions, products, and yield Starting materials: BrC1=CC=NC2=C(C=C(C=C12)C(=O)OC)OC (methyl 4-bromo-8-methoxyquinoline-6-carboxylate), ClC1=CC=C(C=C1)[Mg]Br ((4-chlorophenyl)magnesium bromide). Solvent: O1CCCC1 (tetrahydrofuran). Reaction conditions: time 3 hour. Product: BrC1=CC=NC2=C(C=C(C=C12)C(O)(C1=CC=C(C=C1)Cl)C1=CC=C(C=C1)Cl)OC ((4-bromo-8-methoxyquinolin-6-yl)bis(4-chlorophenyl)methanol). RXN SMILES: [Br:1][C:2]1[C:11]2[C:6](=[C:7]([O:16][CH3:17])[CH:8]=[C:9]([C:12]([O:14]C)=O)[CH:10]=2)[N:5]=[CH:4][CH:3]=1.[Cl:18][C:19]1[CH:24]=[CH:23][C:22]([Mg]Br)=[CH:21][CH:20]=1>O1CCCC1>[Br:1][C:2]1[C:11]2[C:6](=[C:7]([O:16][CH3:17])[CH:8]=[C:9]([C:12]([C:22]3[CH:23]=[CH:24][C:19]([Cl:18])=[CH:20][CH:21]=3)([C:22]3[CH:23]=[CH:24][C:19]([Cl:18])=[CH:20][CH:21]=3)[OH:14])[CH:10]=2)[N:5]=[CH:4][CH:3]=1. Procedure: Into a 1000-mL 3-necked round-bottom flask, was placed methyl 4-bromo-8-methoxyquinoline-6-carboxylate (13 g, 43.90 mmol, 1.00 equip), tetrahydrofuran (500 mL), and (4-chlorophenyl)magnesium bromide (220 mL, 5.00 equip). The resulting solution was stirred for 3 hr at reflux temperature. The reaction was then quenched by the addition of water (400 mL). The resulting solution was extracted with ethyl acetate (3×300 mL) and the organic layers combined and dried over anhydrous sodium sulfate. The so... Starting materials: ClS(=O)(=O)N=C=O (chlorosulphonyl isocyanate), N1=CC=CC=C1 (pyridine), C(=O)O (formic acid), OCC(C1=CC(=CC=C1)C(F)(F)F)NC(OC(C)(C)C)=O (tert-Butyl {2-hydroxy-1-[3-(trifluoromethyl)phenyl]ethyl}carbamate). Run in ClCCl (dichloromethane), ClCCl (dichloromethane). Conditions: temperature 0 celsius, time 1 hour. Yields the product S(N)(=O)(=O)OCC(C1=CC(=CC=C1)C(F)(F)F)NC(OC(C)(C)C)=O (tert-Butyl {2-(sulphamoyloxy)-1-[3-(trifluoromethyl)phenyl]ethyl}carbamate). Reaction SMILES: Cl[S:2]([N:5]=C=O)(=[O:4])=[O:3].C(O)=O.[OH:11][CH2:12][CH:13]([NH:24][C:25](=[O:31])[O:26][C:27]([CH3:30])([CH3:29])[CH3:28])[C:14]1[CH:19]=[CH:18][CH:17]=[C:16]([C:20]([F:23])([F:22])[F:21])[CH:15]=1.N1C=CC=CC=1>ClCCl>[S:2]([O:11][CH2:12][CH:13]([NH:24][C:25](=[O:31])[O:26][C:27]([CH3:28])([CH3:30])[CH3:29])[C:14]1[CH:19]=[CH:18][CH:17]=[C:16]([C:20]([F:23])([F:22])[F:21])[CH:15]=1)(=[O:4])(=[O:3])[NH2:5]. Procedure: A quantity of 171 μl (1.97 mmol) of chlorosulphonyl isocyanate was admixed under argon at 0° C., with vigorous stirring, with 74 μl (1.97 mmol) of anhydrous formic acid. Following the addition, the reaction mixture solidified within seconds. A quantity of 2 ml of dichloromethane was added. The reaction mixture was then stirred further at 0° C. for 1 h and then RT for 8 h. Thereafter it was cooled to 0° C. again and admixed with a solution of 400 mg (1.31 mmol) of the compound from Example 59A an...